Dataset: the Open Reaction Database (ORD), a public repository of structured organic reaction records. Task: describe an organic reaction: reactants, conditions, products, and yield The reactants are COc1cc(C(=O)N2CCC3(CC2)Oc2cc(Cl)ccc2-n2cccc23)ccc1Br, OB(O)C1CC1, [K+], [K+], O=C([O-])[O-], CN(C)C=O. Product: COc1cc(C(=O)N2CCC3(CC2)Oc2cc(Cl)ccc2-n2cccc23)ccc1C1CC1. Reaction SMILES: [Br:1][c:2]1[c:3]([O:29][CH3:30])[cH:4][c:5]([C:8](=[O:9])[N:10]2[CH2:11][CH2:12][C:13]3([c:14]4[n:15]([cH:24][cH:25][cH:26]4)-[c:16]4[c:17]([cH:19][c:20]([Cl:23])[cH:21][cH:22]4)[O:18]3)[CH2:27][CH2:28]2)[cH:6][cH:7]1.[CH:31]1([B:34]([OH:35])[OH:36])[CH2:32][CH2:33]1.[K+:37].[K+:38].[O-:39][C:40]([O-:41])=[O:42].[O:43]=[CH:44][N:45]([CH3:46])[CH3:47]>>[c:2]1([CH:31]2[CH2:32][CH2:33]2)[c:3]([O:29][CH3:30])[cH:4][c:5]([C:8](=[O:9])[N:10]2[CH2:11][CH2:12][C:13]3([c:14]4[n:15]([cH:24][cH:25][cH:26]4)-[c:16]4[c:17]([cH:19][c:20]([Cl:23])[cH:21][cH:22]4)[O:18]3)[CH2:27][CH2:28]2)[cH:6][cH:7]1.